This data is from the Open Reaction Database (ORD), a public repository of structured organic reaction records. The task is: describe an organic reaction: reactants, conditions, products, and yield Reactants: O1CCSC=C1C(C(=O)OCC)=NOCCCCCC (Ethyl 2-(2,3-dihydro-1,4-oxathiin-6-yl)-2-n-hexyloxyiminoacetate), aqueous solution, [OH-].[Na+] (sodium hydroxide). The solvent is CO (methanol). Run at time 43 hour. Product: O1CCSC=C1C(C(=O)O)=NOCCCCCC (2-(2,3-dihydro-1,4-oxathiin-6-yl)-2-n-hexyloxyiminoacetic acid). The yield is 25.4%. As a reaction SMILES: [O:1]1[C:6]([C:7](=[N:13][O:14][CH2:15][CH2:16][CH2:17][CH2:18][CH2:19][CH3:20])[C:8]([O:10]CC)=[O:9])=[CH:5][S:4][CH2:3][CH2:2]1.[OH-].[Na+]>CO>[O:1]1[C:6]([C:7](=[N:13][O:14][CH2:15][CH2:16][CH2:17][CH2:18][CH2:19][CH3:20])[C:8]([OH:10])=[O:9])=[CH:5][S:4][CH2:3][CH2:2]1 |f:1.2|. Reported procedure: Ethyl 2-(2,3-dihydro-1,4-oxathiin-6-yl)-2-n-hexyloxyiminoacetate (mixture of syn isomer and anti isomer, 186.8 g.), 1N aqueous solution of sodium hydroxide (472 ml.) and methanol (1.8 l.) were stirred at room temperature for 35 minutes and the insoluble substance was removed by filtration. The filtrate was stirred at room temperature for 43 hours and treated in a similar manner to that of Example I-(iii) to give 2-(2,3-dihydro-1,4-oxathiin-6-yl)-2-n-hexyloxyiminoacetic acid (syn isomer, 43 g.).